This data is from the Open Reaction Database (ORD), a public repository of structured organic reaction records. The task is: describe an organic reaction: reactants, conditions, products, and yield Starting materials: C(C)OC(C1=CC(=CC(=C1)OCC1=CC=CC=C1)OCC1=CC=CC=C1)=O (Ethyl-3,5-dibenzyloxy-benzoate), ice water, C[Si](N[Si](C)(C)C)(C)C.[Li] (lithiumhexamethyldisilazane), CC(=O)C=1C=CC(=CC1O)O (2,4-dihydroxy acetophenone), 14, Cl (hydrochloric acid). The solvent is O1CCCC1 (tetrahydrofuran), O1CCCC1 (tetrahydrofuran), O1CCCC1 (tetrahydrofuran). Run at temperature -30 celsius, time 2 hour. Product: C(C1=CC=CC=C1)OC=1C=C(C=C(C1)OCC1=CC=CC=C1)C(CC(=O)C1=C(C=C(C=C1)O)O)=O (1-(3,5-bis-benzyloxy-phenyl)-3-(2,4-dihydroxy-phenyl)-propane-1,3-dione). RXN SMILES: C[Si](C)(C)N[Si](C)(C)C.[Li].[CH3:11][C:12]([C:14]1[CH:15]=[CH:16][C:17]([OH:21])=[CH:18][C:19]=1[OH:20])=[O:13].C([O:24][C:25](=O)[C:26]1[CH:31]=[C:30]([O:32][CH2:33][C:34]2[CH:39]=[CH:38][CH:37]=[CH:36][CH:35]=2)[CH:29]=[C:28]([O:40][CH2:41][C:42]2[CH:47]=[CH:46][CH:45]=[CH:44][CH:43]=2)[CH:27]=1)C.Cl>O1CCCC1>[CH2:41]([O:40][C:28]1[CH:27]=[C:26]([C:25](=[O:24])[CH2:11][C:12]([C:14]2[CH:15]=[CH:16][C:17]([OH:21])=[CH:18][C:19]=2[OH:20])=[O:13])[CH:31]=[C:30]([O:32][CH2:33][C:34]2[CH:35]=[CH:36][CH:37]=[CH:38][CH:39]=2)[CH:29]=1)[C:42]1[CH:43]=[CH:44][CH:45]=[CH:46][CH:47]=1 |f:0.1,^1:9|. Reported procedure: A solution of 20% lithiumhexamethyldisilazane in tetrahydrofuran (217.5 mL, 260 mmol) was added to a well-stirred solution of 2,4-dihydroxy acetophenone, 14 (9.88 g, 65 mmol) in tetrahydrofuran (150 mL) under nitrogen atmosphere at −78° C. for 30 min. The reaction mixture was stirred at −78° C. for 1 h and at −30° C. for 2 h. It was again cooled to −78° C. and a solution of ethyl-3,5-dibenzyloxy-benzoate 8 (23.5 g, 65 mmol) in tetrahydrofuran (100 mL) was added over a period of 30 min. It was fu... Reactants: C(C)(=O)OC(C)=O (Acetic anhydride), NC1=CC=C(C=C1)/C(=C\C1CCCC1)/C1=CC=C(C(N1)=O)Cl (6-[(E)-1-(4-aminophenyl)-2-cyclopentylethenyl]-3-chloropyridin-2(1H)-one), C([O-])(O)=O.[Na+] (sodium bicarbonate). Reaction conditions: time 15 minute. Yields the product ClC1=CC=C(NC1=O)\C(=C\C1CCCC1)\C1=CC=C(C=C1)NC(C)=O (N-{4-[(E)-1-(5-Chloro-6-oxo-1,6-dihydropyridin-2-yl)-2-cyclopentylethenyl]phenyl}acetamide). Isolated yield 38.0%. RXN SMILES: C(O[C:5](=[O:7])[CH3:6])(=O)C.[NH2:8][C:9]1[CH:14]=[CH:13][C:12](/[C:15](/[C:22]2[NH:27][C:26](=[O:28])[C:25]([Cl:29])=[CH:24][CH:23]=2)=[CH:16]\[CH:17]2[CH2:21][CH2:20][CH2:19][CH2:18]2)=[CH:11][CH:10]=1.C(=O)(O)[O-].[Na+]>>[Cl:29][C:25]1[C:26](=[O:28])[NH:27][C:22](/[C:15](/[C:12]2[CH:13]=[CH:14][C:9]([NH:8][C:5](=[O:7])[CH3:6])=[CH:10][CH:11]=2)=[CH:16]/[CH:17]2[CH2:21][CH2:20][CH2:19][CH2:18]2)=[CH:23][CH:24]=1 |f:2.3|. Reported procedure: Acetic anhydride (5 mL) was added to 6-[(E)-1-(4-aminophenyl)-2-cyclopentylethenyl]-3-chloropyridin-2(1H)-one (173 mg), and the mixture was stirred at room temperature for 15 minutes. Saturated aqueous sodium bicarbonate was added to the reaction solution, followed by extraction with ethyl acetate. The organic layer was washed with brine and dried over sodium sulfate. After filtration, the solvent was evaporated under reduced pressure, and the residue was purified by silica gel column chromatogr... Procedure details: 3-[5-Fluoro-3-(4-methoxyphenyl)-4-oxo-8-propoxy-4H-quinolin-1-yl]propionaldehyde (1.0 g, 2.61 mmol) was dissolved in water (10 ml), tert-butyl alcohol (20 ml) and dichloromethane (20 ml). Sodium chlorite (3.2 g, 35.4 mmol), 2-methyl-2-butene (19.86 gm, 283 mmol) and sodium-dihydrogenphosphate dihydrate (2 g, 2.61 mmol) were added to the resulting solution, and the solution was stirred at room temperature for 1 hour. Water was added to the reaction mixture, the mixture was extracted with dichloro... The yield is 68.1%. Reaction conditions: time 1 hour. Yields the product FC1=C2C(C(=CN(C2=C(C=C1)OCCC)CCC(=O)O)C1=CC=C(C=C1)OC)=O (3-[5-fluoro-3-(4-methoxyphenyl)-4-oxo-8-propoxy-4H-quinolin-1-yl]propionic acid). Starting materials: Cl(=O)[O-].[Na+] (Sodium chlorite), CC(C)=CC (2-methyl-2-butene), [Na].O.O.P(=O)(O)(O)O (sodium dihydrogenphosphate dihydrate), FC1=C2C(C(=CN(C2=C(C=C1)OCCC)CCC=O)C1=CC=C(C=C1)OC)=O (3-[5-Fluoro-3-(4-methoxyphenyl)-4-oxo-8-propoxy-4H-quinolin-1-yl]propionaldehyde). Reaction SMILES: [F:1][C:2]1[CH:11]=[CH:10][C:9]([O:12][CH2:13][CH2:14][CH3:15])=[C:8]2[C:3]=1[C:4](=[O:28])[C:5]([C:20]1[CH:25]=[CH:24][C:23]([O:26][CH3:27])=[CH:22][CH:21]=1)=[CH:6][N:7]2[CH2:16][CH2:17][CH:18]=[O:19].Cl([O-])=[O:30].[Na+].CC(=CC)C.[Na].O.O.P(O)(O)(O)=O>O.ClCCl.C(O)(C)(C)C>[F:1][C:2]1[CH:11]=[CH:10][C:9]([O:12][CH2:13][CH2:14][CH3:15])=[C:8]2[C:3]=1[C:4](=[O:28])[C:5]([C:20]1[CH:21]=[CH:22][C:23]([O:26][CH3:27])=[CH:24][CH:25]=1)=[CH:6][N:7]2[CH2:16][CH2:17][C:18]([OH:30])=[O:19] |f:1.2,4.5.6.7,^1:37|. Run in C(C)(C)(C)O (tert-butyl alcohol), ClCCl (dichloromethane), O (water), O (Water). Starting materials: C(C)(C)(C)N (tert-butylamine), CN1CCOCC1 (N-methylmorpholine), ClCS(=O)(=O)Cl (chloromethanesulfonyl chloride). Solvent: C(C)OCC (diethyl ether), C(C)OCC (diethyl ether), C(C)(=O)OCC (ethyl acetate). Run at time 5 hour. The product is C(C)(C)(C)NS(=O)(=O)CCl (N-tert-butyl-C-chloro-methanesulfonamide). Isolated yield 64.3%. As a reaction SMILES: [C:1]([NH2:5])([CH3:4])([CH3:3])[CH3:2].CN1CCOCC1.[Cl:13][CH2:14][S:15](Cl)(=[O:17])=[O:16]>C(OCC)C.C(OCC)(=O)C>[C:1]([NH:5][S:15]([CH2:14][Cl:13])(=[O:17])=[O:16])([CH3:4])([CH3:3])[CH3:2]. Reported procedure: At 0° C., to a mixture of tert-butylamine (10.3 g, 141 mmol) and N-methylmorpholine (14.9 g, 147 mmol) in diethyl ether (200 mL) was added dropwise a solution of chloromethanesulfonyl chloride (20 g, 134 mmol) in diethyl ether (400 mL). After stirred for 5 h, the solution was diluted with ethyl acetate (200 mL). The organic phase was washed with HCl solution (1 N), water and brine, dried over anhydrous Na2SO4 and concentrated to give the title compound as a colorless oil (16 g). Reactants: C1CCNCC1, ClCCl, COc1c(C)c(Cc2cccc(C(=O)O)c2-c2ccncc2)c(OC)c(OC)c1OC. The product is COc1c(C)c(Cc2cccc(C(=O)N3CCCCC3)c2-c2ccncc2)c(OC)c(OC)c1OC. As a reaction SMILES: [CH2:32]1[CH2:33][CH2:34][NH:35][CH2:36][CH2:37]1.[CH2:38]([Cl:39])[Cl:40].[CH3:1][O:2][c:3]1[c:4]([CH3:31])[c:5]([CH2:6][c:7]2[c:8](-[c:16]3[cH:17][cH:18][n:19][cH:20][cH:21]3)[c:9]([C:10](=[O:11])[OH:12])[cH:13][cH:14][cH:15]2)[c:22]([O:29][CH3:30])[c:23]([O:27][CH3:28])[c:24]1[O:25][CH3:26]>>[CH3:1][O:2][c:3]1[c:4]([CH3:31])[c:5]([CH2:6][c:7]2[c:8](-[c:16]3[cH:17][cH:18][n:19][cH:20][cH:21]3)[c:9]([C:10](=[O:11])[N:35]3[CH2:34][CH2:33][CH2:32][CH2:37][CH2:36]3)[cH:13][cH:14][cH:15]2)[c:22]([O:29][CH3:30])[c:23]([O:27][CH3:28])[c:24]1[O:25][CH3:26]. Reactants: C1CCNCC1, CCOC(C)=O, CCCCCC, ClC(Cl)Cl, Cc1cc(Cl)cc(C)[n+]1[O-], Cl, O. Product: Cc1cc(N2CCCCC2)cc(C)[n+]1[O-]. As a reaction SMILES: [CH2:12]1[CH2:13][CH2:14][NH:15][CH2:16][CH2:17]1.[CH3:23][CH2:24][O:25][C:26](=[O:27])[CH3:28].[CH3:29][CH2:30][CH2:31][CH2:32][CH2:33][CH3:34].[CH:19]([Cl:20])([Cl:21])[Cl:22].[Cl:2][c:3]1[cH:4][c:5]([CH3:11])[n+:6]([O-:10])[c:7]([CH3:9])[cH:8]1.[ClH:1].[OH2:18]>>[c:3]1([N:15]2[CH2:14][CH2:13][CH2:12][CH2:17][CH2:16]2)[cH:4][c:5]([CH3:11])[n+:6]([O-:10])[c:7]([CH3:9])[cH:8]1. The reactants are C(C)(C)N1C(=CC(=C1)[N+](=O)[O-])C(=O)OCC (Ethyl 1-isopropyl-4-nitro-1H-pyrrole-2-carboxylate), [OH-].[Na+] (NaOH). Solvent: C(C)O (ethanol). Conditions: temperature 0 celsius. Product: C(C)(C)N1C(=CC(=C1)[N+](=O)[O-])C(=O)O (1-Isopropyl-4-nitro-1H-pyrrole-2-carboxylic acid). Isolated yield 95352.4%. Reaction SMILES: [CH:1]([N:4]1[CH:8]=[C:7]([N+:9]([O-:11])=[O:10])[CH:6]=[C:5]1[C:12]([O:14]CC)=[O:13])([CH3:3])[CH3:2].[OH-].[Na+]>C(O)C>[CH:1]([N:4]1[CH:8]=[C:7]([N+:9]([O-:11])=[O:10])[CH:6]=[C:5]1[C:12]([OH:14])=[O:13])([CH3:3])[CH3:2] |f:1.2|. Procedure details: Ethyl 1-isopropyl-4-nitro-1H-pyrrole-2-carboxylate (656 mg, 2.900 mmol; see step (ii) above) was dissolved in ethanol (4 mL) to which was added a solution of NaOH (490 mg, 12.250 mmol in water (10 mL)). The reaction mixture was heated under reflux for 1.5 h and then the ethanol was removed under reduced pressure at 40° C. The reaction mixture was extracted with DCM (10 mL), and the water layer was collected, cooled to 0° C. with ice-water then acidified with HClconc with stirring. The white soli...